Dataset: the Open Reaction Database (ORD), a public repository of structured organic reaction records. Task: describe an organic reaction: reactants, conditions, products, and yield The reactants are COc1ccc(S(=O)(=O)Cl)cc1, COc1ccc(S(=O)(=O)c2c(-c3ccc(C)cc3)oc3ccccc23)cc1, Cc1ccc(-c2cc3ccccc3o2)cc1. Yields the product Cc1ccc(-c2oc3ccccc3c2S(=O)(=O)c2ccc(O)cc2)cc1. RXN SMILES: [CH3:17][O:18][c:19]1[cH:20][cH:21][c:22]([S:23]([Cl:24])(=[O:25])=[O:26])[cH:27][cH:28]1.[CH3:29][O:30][c:31]1[cH:32][cH:33][c:34]([S:37](=[O:38])(=[O:39])[c:40]2[c:41](-[c:49]3[cH:50][cH:51][c:52]([CH3:55])[cH:53][cH:54]3)[o:42][c:43]3[c:44]2[cH:45][cH:46][cH:47][cH:48]3)[cH:35][cH:36]1.[c:1]1([CH3:2])[cH:3][cH:4][c:5](-[c:6]2[o:7][c:8]3[cH:9][cH:10][cH:11][cH:12][c:13]3[cH:14]2)[cH:15][cH:16]1>>[OH:30][c:31]1[cH:32][cH:33][c:34]([S:37](=[O:38])(=[O:39])[c:40]2[c:41](-[c:49]3[cH:50][cH:51][c:52]([CH3:55])[cH:53][cH:54]3)[o:42][c:43]3[c:44]2[cH:45][cH:46][cH:47][cH:48]3)[cH:35][cH:36]1. Starting materials: C(#N)C=1C=C(C=CC1O)C=1C=C(C(=O)OC)C=CN1 (methyl 2-(3-cyano-4-hydroxyphenyl)isonicotinate), C1(CCC1)CBr (cyclobutylmethyl bromide). Product: C(#N)C=1C=C(C=CC1OCC1CCC1)C=1C=C(C(=O)O)C=CN1 (2-[3-cyano-4-(cyclobutylmethoxy)phenyl]isonicotinic acid). As a reaction SMILES: [C:1]([C:3]1[CH:4]=[C:5]([C:10]2[CH:11]=[C:12]([CH:17]=[CH:18][N:19]=2)[C:13]([O:15]C)=[O:14])[CH:6]=[CH:7][C:8]=1[OH:9])#[N:2].[CH:20]1([CH2:24]Br)[CH2:23][CH2:22][CH2:21]1>>[C:1]([C:3]1[CH:4]=[C:5]([C:10]2[CH:11]=[C:12]([CH:17]=[CH:18][N:19]=2)[C:13]([OH:15])=[O:14])[CH:6]=[CH:7][C:8]=1[O:9][CH2:24][CH:20]1[CH2:23][CH2:22][CH2:21]1)#[N:2]. Procedure: Using methyl 2-(3-cyano-4-hydroxyphenyl)isonicotinate and cyclobutylmethyl bromide, 2-[3-cyano-4-(cyclobutylmethoxy)phenyl]isonicotinic acid was obtained according to the method of Example 2. Then, 150 mg of the compound was suspended in 5 ml of methanol, and 32 mg of sodium methoxide was added to the suspension at 0° C., followed by stirring for 3 hours with gradual elevation of the temperature to room temperature. The reaction solution was concentrated under reduced pressure to obtain 115 mg o... The reactants are COC1=C(C=C(C=C1)N1CCN(CC1)C(=O)OC(C)(C)C)[N+](=O)[O-] (tert-butyl 4-(4-methoxy-3-nitrophenyl)piperazine-1-carboxylate). The reagents and catalysts are [Ni] (Ni). Run in CO (methanol). Conditions: time 15 hour. Product: NC=1C=C(C=CC1OC)N1CCN(CC1)C(=O)OC(C)(C)C (tert-butyl 4-(3-amino-4-methoxyphenyl)piperazine-1-carboxylate). As a reaction SMILES: [CH3:1][O:2][C:3]1[CH:8]=[CH:7][C:6]([N:9]2[CH2:14][CH2:13][N:12]([C:15]([O:17][C:18]([CH3:21])([CH3:20])[CH3:19])=[O:16])[CH2:11][CH2:10]2)=[CH:5][C:4]=1[N+:22]([O-])=O>CO.[Ni]>[NH2:22][C:4]1[CH:5]=[C:6]([N:9]2[CH2:14][CH2:13][N:12]([C:15]([O:17][C:18]([CH3:21])([CH3:20])[CH3:19])=[O:16])[CH2:11][CH2:10]2)[CH:7]=[CH:8][C:3]=1[O:2][CH3:1]. Procedure: A mixture of the product of Example 46A (260 mg, 0.77 mmol) and Raney-Ni (50 mg) in methanol (10 mL) was stirred under hydrogen at ambient temperature for 15 hours. The solution was filtered through diatomaceous earth and the filtrate was concentrated. The residue was purified by flash chromatography on silica gel (200-300 mesh) eluting with a gradient of 3/1 to 2/1 petroleum/ethyl acetate to give the title compound. Reactants: C[P+](C)(C)CC#N, CCC#N, Cc1cc(C(=O)NC2CC2)ccc1N1CCNCC1, CCN(C(C)C)C(C)C, Cl, Cl, [I-], O=C1Nc2cc(CO)cnc2N2CCCCC12. Yields the product Cc1cc(C(=O)NC2CC2)ccc1N1CCN(Cc2cnc3c(c2)NC(=O)C2CCCCN32)CC1. As a reaction SMILES: [C:40]([CH2:41][P+:42]([CH3:43])([CH3:44])[CH3:45])#[N:46].[C:56](#[N:57])[CH2:58][CH3:59].[CH:20]1([NH:23][C:24]([c:25]2[cH:26][c:27]([CH3:37])[c:28]([N:31]3[CH2:32][CH2:33][NH:34][CH2:35][CH2:36]3)[cH:29][cH:30]2)=[O:38])[CH2:21][CH2:22]1.[CH:47]([N:48]([CH2:49][CH3:50])[CH:51]([CH3:52])[CH3:53])([CH3:54])[CH3:55].[ClH:18].[ClH:19].[I-:39].[OH:1][CH2:2][c:3]1[cH:4][c:5]2[c:10]([n:11][cH:12]1)[N:9]1[CH:8]([C:7](=[O:17])[NH:6]2)[CH2:16][CH2:15][CH2:14][CH2:13]1>>[CH2:2]([c:3]1[cH:4][c:5]2[c:10]([n:11][cH:12]1)[N:9]1[CH:8]([C:7](=[O:17])[NH:6]2)[CH2:16][CH2:15][CH2:14][CH2:13]1)[N:34]1[CH2:33][CH2:32][N:31]([c:28]2[c:27]([CH3:37])[cH:26][c:25]([C:24]([NH:23][CH:20]3[CH2:21][CH2:22]3)=[O:38])[cH:30][cH:29]2)[CH2:36][CH2:35]1. The reactants are CCC[N+](CCC)(CCC)CCC, CC(O)c1cnc(Cl)c2cc(-c3ccccc3)sc12, ClCCl, O=[Ru](=O)(=O)[O-]. The product is CC(=O)c1cnc(Cl)c2cc(-c3ccccc3)sc12. As a reaction SMILES: [CH3:23][CH2:24][CH2:25][N+:26]([CH2:27][CH2:28][CH3:29])([CH2:30][CH2:31][CH3:32])[CH2:33][CH2:34][CH3:35].[Cl:1][c:2]1[n:3][cH:4][c:5]([CH:17]([CH3:18])[OH:19])[c:6]2[c:7]1[cH:8][c:9](-[c:11]1[cH:12][cH:13][cH:14][cH:15][cH:16]1)[s:10]2.[Cl:20][CH2:21][Cl:22].[O:36]=[Ru:37](=[O:38])([O-:39])=[O:40]>>[Cl:1][c:2]1[n:3][cH:4][c:5]([C:17]([CH3:18])=[O:19])[c:6]2[c:7]1[cH:8][c:9](-[c:11]1[cH:12][cH:13][cH:14][cH:15][cH:16]1)[s:10]2.